Dataset: the Open Reaction Database (ORD), a public repository of structured organic reaction records. Task: describe an organic reaction: reactants, conditions, products, and yield Reactants: C1(C=CCCC1)=O (2-cyclohexenone), solution, C1(=CC=CC=C1)[Mg]Br (phenyl magnesium bromide), C(#N)C(=O)OC (methyl cyanoformate), Cl (hydrochloric acid), CSC (dimethyl sulfide), cuprous iodide. Solvent: C1CCOC1 (THF), C(C)OCC (diethyl ether), CN(P(=O)(N(C)C)N(C)C)C (hexamethylphosphoramide), C1CCOC1 (THF). Reaction conditions: temperature -78 celsius, time 1 hour. The product is C1(=CC=CC=C1)C1C(C(CCC1)=O)C(=O)OC (methyl 2-phenylcyclohexan-6-one carboxylate). RXN SMILES: CSC.[C:4]1([Mg]Br)[CH:9]=[CH:8][CH:7]=[CH:6][CH:5]=1.[C:12]1(=[O:18])[CH2:17][CH2:16][CH2:15][CH:14]=[CH:13]1.C([C:21]([O:23][CH3:24])=[O:22])#N.Cl>C1COCC1.C(OCC)C.CN(C)P(N(C)C)(N(C)C)=O>[C:4]1([CH:14]2[CH2:15][CH2:16][CH2:17][C:12](=[O:18])[CH:13]2[C:21]([O:23][CH3:24])=[O:22])[CH:9]=[CH:8][CH:7]=[CH:6][CH:5]=1. Procedure details: To a suspension of 6.0 g (0.03 mol) of cuprous iodide in 100 ml of THF was added 25 ml of dimethyl sulfide, and the resulting yellow solution was cooled to -78° C. and treated dropwise with a solution of 23 ml (0.06 mol) of a 3.0M solution of phenyl magnesium bromide in diethyl ether. The resulting pale yellow-orange solution was stirred at -78° C. under nitrogen for one hour and then treated with 3.02 g (0.03 mol) of 2-cyclohexenone in 10 ml of THF. The resulting mixture was allowed to warm to ... Reactants: CS(=O)O (Methanesulfinic acid), [Na] (sodium), ClC1=NC(=CC(=N1)CI)N1[C@H](COCC1)C (2-chloro-4-(iodomethyl)-6-[(3S)-3-methylmorpholin-4-yl]pyrimidine). The solvent is C(C)#N (acetonitrile). Run at temperature 85 celsius, time 24 hour. The product is ClC1=NC(=CC(=N1)N1[C@H](COCC1)C)CS(=O)(=O)C (2-Chloro-4-[(3S)-3-methylmorpholin-4-yl]-6-(methylsulfonylmethyl)pyrimidine). RXN SMILES: [CH3:1][S:2]([OH:4])=[O:3].[Na].[Cl:6][C:7]1[N:12]=[C:11]([CH2:13]I)[CH:10]=[C:9]([N:15]2[CH2:20][CH2:19][O:18][CH2:17][C@@H:16]2[CH3:21])[N:8]=1>C(#N)C>[Cl:6][C:7]1[N:8]=[C:9]([N:15]2[CH2:20][CH2:19][O:18][CH2:17][C@@H:16]2[CH3:21])[CH:10]=[C:11]([CH2:13][S:2]([CH3:1])(=[O:4])=[O:3])[N:12]=1 |^1:4|. Procedure: Methanesulfinic acid, sodium salt (11.75 g, 115.11 mmol) was added in one portion to 2-chloro-4-(iodomethyl)-6-[(3S)-3-methylmorpholin-4-yl]pyrimidine (37 g, 104.64 mmol), in acetonitrile (900 mL) and the resulting solution stirred at 85° C. for 24 hours. The organic layers were combined and washed with water (3×100 mL), dried over MgSO4, filtered, and the solvent was removed by evaporation to give the crude product as a dark brown oil, which solidifed (36 g). The crude solid was purified by fla... The reactants are C(CC)NCCC (di-n-propylamine), C(#N)C1=NC(=C(N=C1C#N)Cl)CC (2,3-Dicyano-5-chloro-6-ethylpyrazine), O (Water). The solvent is CC(=O)C (acetone). Yields the product C(#N)C1=NC(=C(N=C1C#N)N(CCC)CCC)CC (2,3-dicyano-5-di-n-propylamino-6-ethylpyrazine). Isolated yield 49.7%. Reaction SMILES: [C:1]([C:3]1[C:8]([C:9]#[N:10])=[N:7][C:6](Cl)=[C:5]([CH2:12][CH3:13])[N:4]=1)#[N:2].[CH2:14]([NH:17][CH2:18][CH2:19][CH3:20])[CH2:15][CH3:16].O>CC(C)=O>[C:1]([C:3]1[C:8]([C:9]#[N:10])=[N:7][C:6]([N:17]([CH2:18][CH2:19][CH3:20])[CH2:14][CH2:15][CH3:16])=[C:5]([CH2:12][CH3:13])[N:4]=1)#[N:2]. Procedure: 2,3-Dicyano-5-chloro-6-ethylpyrazine (1.92 g; 0.01 mole) was dissolved in 30 ml of acetone. The solution was cooled to 0° to 5° C., and with stirring, 2.02 g (0.02 mole) of di-n-propylamine was added dropwise. The mixture was stirred for 30 minutes. The precipitate was separated by filtration. The filtrate was concentrated under reduced pressure to afford a yellow oily product. Water (20 ml) was added to the oily product, and the precipitated white powder was recrystallized from ethanol to affor... The reactants are O1CC1CCCCCCCCCCCCCCCC (1,2-epoxyoctadecane), [Cl-].[Ca+2].[Cl-] (calcium chloride), resultant mixture, O1CC1CCCCCCCCCC (1,2-epoxydodecane), C(O)([O-])=O.[Na+] (sodium hydrogen carbonate), C(C(C)O)O (1,2-propanediol), S(O)(O)(=O)=O (sulfuric acid), O1CC1CCCCCCCCCCCCCCCC (1,2-epoxyoctadecane), O1CC1CCCCCCCCCCCCCCCC (1,2-epoxyoctadecane), resultant mixture. Run at temperature 72.5 celsius, time 15 minute. The product is OCCCCCCCCCCCCCCCCCCOCCO.C(C(C)O)O (1,2-propanediol ethyleneglycol monohydroxyoctadecyl ether). Yield: 96.7%. As a reaction SMILES: [Cl-].[Ca+2].[Cl-].[O:4]1[CH:6]([CH2:7][CH2:8][CH2:9][CH2:10][CH2:11][CH2:12][CH2:13][CH2:14][CH2:15][CH2:16][CH2:17][CH2:18][CH2:19][CH2:20][CH2:21][CH3:22])[CH2:5]1.S(=O)(=O)(O)O.[CH2:28]([OH:32])[CH:29]([OH:31])[CH3:30].O1C(CCCCCCCCCC)C1.C(=O)([O-])O.[Na+]>>[OH:4][CH2:5][CH2:6][CH2:7][CH2:8][CH2:9][CH2:10][CH2:11][CH2:12][CH2:13][CH2:14][CH2:15][CH2:16][CH2:17][CH2:18][CH2:19][CH2:20][CH2:21][CH2:22][O:31][CH2:29][CH2:28][OH:32].[CH2:28]([OH:32])[CH:29]([OH:31])[CH3:30] |f:0.1.2,7.8,9.10|. Reported procedure: Separately, a 1.0 liter mixing vessel equipped with a calcium chloride-containing tube was charged with 402.7 g (1.50 moles) of 1,2-epoxyoctadecane. While the charged 1,2-epoxyoctadecane was stirred at room temperature, a concentrated sulfuric acid was gradually dropped in an amount of 2.7 g (0.027 mole) into 1,2-epoxyoctadecane. After stirring for 15 minutes, the resultant mixture was placed into the dropping apparatus attached to the reaction vessel and was dropped into the 1,2-propanediol con... Starting materials: NC1=CC(=C(C#N)C=C1)Cl (4-Amino-2-chlorobenzonitrile), [H-].[Na+] (Sodium hydride), suspension, COCCO (2-methoxyethanol). The solvent is CN1CCCC1=O (NMP), O (water). Reaction conditions: temperature 100 celsius, time 15 minute. The product is C(#N)C1=C(C=C(N)C=C1)OCCOC (4-cyano-3-(2-methoxyethoxy)aniline). The yield is 39.5%. As a reaction SMILES: [H-].[Na+].[CH3:3][O:4][CH2:5][CH2:6][OH:7].[NH2:8][C:9]1[CH:16]=[CH:15][C:12]([C:13]#[N:14])=[C:11](Cl)[CH:10]=1>CN1C(=O)CCC1.O>[C:13]([C:12]1[CH:15]=[CH:16][C:9]([NH2:8])=[CH:10][C:11]=1[O:7][CH2:6][CH2:5][O:4][CH3:3])#[N:14] |f:0.1|. Reported procedure: Sodium hydride (300 mg of an 80% suspension in mineral oil, 10 mmol) was added to 2-methoxyethanol (0.76 g, 10 mmol) in NMP (5 ml) and the mixture stirred for 15 minutes. 4-Amino-2-chlorobenzonitrile (1.5 g, 10 mmol) was added and the mixture heated at 100° C. for 5 hours. The mixture was allowed to cool, diluted with water and extracted with ethyl acetate (3×50 ml). The combined extracts were dried (MgSO4) and the solvent removed by evaporation. The residue was purified by chromatography elutin... The reactants are FC(C(=O)O)(F)F.ClC1=CC(=C(OCC(=O)OC(C)(C)C)C=C1)CN1C[C@@H](NCC1)CC ([4-Chloro-2-[[(3S)-3-ethyl-1-piperazinyl]methyl]phenoxy]-acetic Acid, 1,1-dimethylethyl Ester Trifluoroacetate Salt), C([O-])(O)=O.[Na+] (sodium bicarbonate), C1(=CC=CC=C1)S(=O)(=O)Cl (benzenesulfonyl chloride). Solvent: C(Cl)Cl (DCM), O (water). Reaction conditions: time 16 hour. Product: ClC1=CC(=C(OCC(=O)O)C=C1)CN1C[C@@H](N(CC1)S(=O)(=O)C1=CC=CC=C1)CC ([4-Chloro-2-[[(3S)-3-ethyl-4-(phenylsulfonyl)-1-piperazmyl]methyl]phenoxy]-acetic Acid). RXN SMILES: FC(F)(F)C(O)=O.[Cl:8][C:9]1[CH:23]=[CH:22][C:12]([O:13][CH2:14][C:15]([O:17]C(C)(C)C)=[O:16])=[C:11]([CH2:24][N:25]2[CH2:30][CH2:29][NH:28][C@@H:27]([CH2:31][CH3:32])[CH2:26]2)[CH:10]=1.C(=O)(O)[O-].[Na+].[C:38]1([S:44](Cl)(=[O:46])=[O:45])[CH:43]=[CH:42][CH:41]=[CH:40][CH:39]=1>C(Cl)Cl.O>[Cl:8][C:9]1[CH:23]=[CH:22][C:12]([O:13][CH2:14][C:15]([OH:17])=[O:16])=[C:11]([CH2:24][N:25]2[CH2:30][CH2:29][N:28]([S:44]([C:38]3[CH:43]=[CH:42][CH:41]=[CH:40][CH:39]=3)(=[O:46])=[O:45])[C@@H:27]([CH2:31][CH3:32])[CH2:26]2)[CH:10]=1 |f:0.1,2.3|. Procedure details: To a vigorously stirred solution/suspension of the product from example 69 part f) (0.393 g) and solid sodium bicarbonate (0.342 g) in DCM (3 ml) and water (3 ml) was added benzenesulfonyl chloride (0.21 ml) dropwise. The mixture was stirred for 16 h. The organic layer and 1 further DCM extract were combined and purified by passage through SCX resin eluting with MeCN, MeOH followed by 7M NH3 in MeOH. The basic fractions were concentrated in vacuo, dissolved in DCM (3 ml) and treated with TFA (20... Starting materials: ClC1=CC=C(C=C1)C1=C(N(C2=CC=C(C=C12)O)CCC)C (3-(4-chloro-phenyl)-2-methyl-1-propyl-1H-indole-5-ol), C(C)OC(C(C)(C)Br)=O (2-bromo-2-methyl-propanoic acid ethylester). Product: C(C)OC(C(C)(C)OC=1C=C2C(=C(N(C2=CC1)CCC)C)C1=CC=C(C=C1)Cl)=O (2-[3-(4-Chloro-phenyl)-2-methyl-1-propyl-1H-indole-5-yloxy]-2-methyl-propanoic acid ethylester). Reaction SMILES: [Cl:1][C:2]1[CH:7]=[CH:6][C:5]([C:8]2[C:16]3[C:11](=[CH:12][CH:13]=[C:14]([OH:17])[CH:15]=3)[N:10]([CH2:18][CH2:19][CH3:20])[C:9]=2[CH3:21])=[CH:4][CH:3]=1.[CH2:22]([O:24][C:25](=[O:30])[C:26](Br)([CH3:28])[CH3:27])[CH3:23]>>[CH2:22]([O:24][C:25](=[O:30])[C:26]([O:17][C:14]1[CH:15]=[C:16]2[C:11](=[CH:12][CH:13]=1)[N:10]([CH2:18][CH2:19][CH3:20])[C:9]([CH3:21])=[C:8]2[C:5]1[CH:6]=[CH:7][C:2]([Cl:1])=[CH:3][CH:4]=1)([CH3:28])[CH3:27])[CH3:23]. Procedure details: In accordance with a procedure analogous to that of Example 10, the above compound was prepared from 3-(4-chloro-phenyl)-2-methyl-1-propyl-1H-indole-5-ol and 2-bromo-2-methyl-propanoic acid ethylester.